Dataset: the Open Reaction Database (ORD), a public repository of structured organic reaction records. Task: describe an organic reaction: reactants, conditions, products, and yield Starting materials: C(#N)C(C)(C)NS(=O)(=O)CCSC (N-(2-cyano-2-propyl)-2-(methylthio)ethylsulfonamide), product, ClC(C(Cl)Cl)(SCl)Cl (1,1,2,2-tetrachloroethylsulfenyl chloride), [OH-].[Na+] (sodium hydroxide). The reagents and catalysts are [Cl-].C(C1=CC=CC=C1)[N+](CC)(CC)CC (benzyltriethylammonium chloride). The solvent is C(Cl)Cl (methylene chloride), O (water). Run at time 18 hour. The product is ClC(C(Cl)Cl)(SN(S(=O)(=O)CCSC)C(C)(C)C#N)Cl (N-(1,1,2,2-Tetrachloroethylthio)-N-(2-cyano-2-propyl)-2-methylthioethylsulfonamide). Yield: 32.9%. Reaction SMILES: [C:1]([C:3]([NH:6][S:7]([CH2:10][CH2:11][S:12][CH3:13])(=[O:9])=[O:8])([CH3:5])[CH3:4])#[N:2].[Cl:14][C:15]([Cl:21])([S:19]Cl)[CH:16]([Cl:18])[Cl:17].[OH-].[Na+]>[Cl-].C([N+](CC)(CC)CC)C1C=CC=CC=1.C(Cl)Cl.O>[Cl:14][C:15]([Cl:21])([S:19][N:6]([C:3]([C:1]#[N:2])([CH3:5])[CH3:4])[S:7]([CH2:10][CH2:11][S:12][CH3:13])(=[O:8])=[O:9])[CH:16]([Cl:18])[Cl:17] |f:2.3,4.5|. Reported procedure: To a stirred mixture of 3.53 g (0.0159 moles) N-(2-cyano-2-propyl)-2-(methylthio)ethylsulfonamide (the product of Example 27), 4.15 g of 89.9% 1,1,2,2-tetrachloroethylsulfenyl chloride (3.74 g [0.0159] moles) and about 1 g benzyltriethylammonium chloride in 25 ml methylene chloride, 0.8 g (0.02 l mole) sodium hydroxide in 5 ml water was added. The reaction mixture was stirred at room temperature for 18 hours. The layers were separated using a separatory funnel. The methylene chloride layer was w... The reactants are O=Cc1ccc(Br)nc1, CC(C)(C)P(c1ccc2ccccc2c1-c1cccc2ccccc12)C(C)(C)C, O=C([O-])[O-], OCC1CCCC2(CCCC2)C1, Cc1ccccc1, [Cs+], [Cs+], CC(=O)[O-], CC(=O)[O-], [Pd+2]. The product is O=Cc1ccc(OCC2CCCC3(CCCC3)C2)nc1. Reaction SMILES: [Br:48][c:49]1[cH:50][cH:51][c:52]([CH:55]=[O:56])[cH:53][n:54]1.[C:1]([P:2]([C:3]([CH3:4])([CH3:5])[CH3:6])[c:7]1[cH:8][cH:9][c:10]2[c:11]([cH:12][cH:13][cH:14][cH:15]2)[c:16]1-[c:17]1[c:18]2[c:19]([cH:20][cH:21][cH:22][cH:23]2)[cH:24][cH:25][cH:26]1)([CH3:27])([CH3:28])[CH3:29].[C:30](=[O:31])([O-:32])[O-:33].[CH2:36]1[CH2:37][CH2:38][CH2:39][C:40]12[CH2:41][CH:42]([CH2:46][OH:47])[CH2:43][CH2:44][CH2:45]2.[CH3:66][c:67]1[cH:68][cH:69][cH:70][cH:71][cH:72]1.[Cs+:34].[Cs+:35].[O-:58][C:59]([CH3:60])=[O:61].[O-:62][C:63]([CH3:64])=[O:65].[Pd+2:57]>>[CH2:36]1[CH2:37][CH2:38][CH2:39][C:40]12[CH2:41][CH:42]([CH2:46][O:47][c:49]1[cH:50][cH:51][c:52]([CH:55]=[O:56])[cH:53][n:54]1)[CH2:43][CH2:44][CH2:45]2. Reactants: Cl.C1(=CC=CC=C1)C(C(N)C(=O)O)S (β-phenyl-DL-cysteine hydrochloride), C(C)(=O)O (acetic acid). Solvent: C=O (formaldehyde). Conditions: time 2.5 hour. Yields the product C1(=CC=CC=C1)C1C(NCS1)C(=O)O (5-Phenyl-1,3-thiazolidine-4-carboxylic acid). Yield: 88.0%. Reaction SMILES: Cl.[C:2]1([CH:8]([SH:14])[CH:9]([C:11]([OH:13])=[O:12])[NH2:10])[CH:7]=[CH:6][CH:5]=[CH:4][CH:3]=1.[C:15](O)(=O)C>C=O>[C:2]1([CH:8]2[S:14][CH2:15][NH:10][CH:9]2[C:11]([OH:13])=[O:12])[CH:3]=[CH:4][CH:5]=[CH:6][CH:7]=1 |f:0.1|. Reported procedure: A mixture of β-phenyl-DL-cysteine hydrochloride [HT Nagasawa et al, J. Med. Chem (1987) 30, 1373] (1.32 g, 5.65 mmol) in acetic acid (11 ml) and formaldehyde (37 wt % aqueous solution, 0.43 ml) was heated to 80° to give a cloudy solution that was cooled to 30° and stirred for 2.5 h, then stood at room temperature for 16 h. The white precipitate was collected by filtration, washed with Et2O and dried in vacuo to give the title compound (1.04 g, 88%). δH (DMSO-d6) 7.57-7.54 (2 H, m, Ar—H), 7.40-7.... Starting materials: COC[C@H](C)NC1=C(C=CC=C1CC)C ((S)-N-(1-Methoxyprop-2-yl)-2-methyl-6-ethylphenylamine), ClCC(=O)Cl (chloroacetyl chloride). The product is ClCC(=O)N([C@H](COC)C)C1=C(C=CC=C1CC)C ((S)-N-chloroacetyl-N-(1-methoxyprop-2-yl)-2-methyl-6-ethylphenylamine). Reaction SMILES: [CH3:1][O:2][CH2:3][C@@H:4]([NH:6][C:7]1[C:12]([CH2:13][CH3:14])=[CH:11][CH:10]=[CH:9][C:8]=1[CH3:15])[CH3:5].[Cl:16][CH2:17][C:18](Cl)=[O:19]>>[Cl:16][CH2:17][C:18]([N:6]([C:7]1[C:12]([CH2:13][CH3:14])=[CH:11][CH:10]=[CH:9][C:8]=1[CH3:15])[C@@H:4]([CH3:5])[CH2:3][O:2][CH3:1])=[O:19]. Reported procedure: (S)-N-(1-Methoxyprop-2-yl)-2-methyl-6-ethylphenylamine is acylated with chloroacetyl chloride in a manner known per se to yield the known (S)-N-chloroacetyl-N-(1-methoxyprop-2-yl)-2-methyl-6-ethylphenylamine (also known as S-metolachor). The reactants are CC(=O)O[BH-](OC(C)=O)OC(C)=O, CC1(C)CC(c2ccccc2N2CCNCC2)CC(C)(C)C1, CCOC(C)=O, [Na+], [Na+], C1CCOC1, O=C([O-])O, O=Cc1ccoc1. The product is CC1(C)CC(c2ccccc2N2CCN(Cc3ccoc3)CC2)CC(C)(C)C1. As a reaction SMILES: [C:30]([O:31][BH-:32]([O:33][C:34](=[O:35])[CH3:36])[O:37][C:38](=[O:39])[CH3:40])(=[O:41])[CH3:42].[CH3:1][C:2]1([CH3:22])[CH2:3][CH:4]([c:10]2[c:11]([N:16]3[CH2:17][CH2:18][NH:19][CH2:20][CH2:21]3)[cH:12][cH:13][cH:14][cH:15]2)[CH2:5][C:6]([CH3:8])([CH3:9])[CH2:7]1.[CH3:49][CH2:50][O:51][C:52](=[O:53])[CH3:54].[Na+:43].[Na+:44].[O:55]1[CH2:56][CH2:57][CH2:58][CH2:59]1.[OH:45][C:46](=[O:47])[O-:48].[o:23]1[cH:24][c:25]([CH:28]=[O:29])[cH:26][cH:27]1>>[CH3:1][C:2]1([CH3:22])[CH2:3][CH:4]([c:10]2[c:11]([N:16]3[CH2:17][CH2:18][N:19]([CH2:28][c:25]4[cH:24][o:23][cH:27][cH:26]4)[CH2:20][CH2:21]3)[cH:12][cH:13][cH:14][cH:15]2)[CH2:5][C:6]([CH3:8])([CH3:9])[CH2:7]1. Starting materials: CCOCC (Et2O), [OH-].[K+] (KOH), O(C1=CC=CC=C1)C=1C=C(C=CC1)C12OCC(CC1)(CC2)CC/C=C/C(=O)OC ((E)-methyl 5-(1-(3-phenoxyphenyl)-2-oxabicyclo[2.2.2]octan-4-yl)pent-2-enoate), CN(C(=N)N[N+](=O)[O-])N=O (N-methyl-N′-nitro-N-nitrosoguanidine). The reagents and catalysts are CC(=O)[O-].CC(=O)[O-].[Pd+2] (Pd(OAc)2). Run in C1CCOC1 (THF). Yields the product O(C1=CC=CC=C1)C=1C=C(C=CC1)C12OCC(CC1)(CC2)CCC2C(C2)C(=O)OC (methyl 2-(2-(1-(3-phenoxyphenyl)-2-oxabicyclo[2.2.2]octan-4-yl)ethyl)cyclopropanecarboxylate). Yield: 63.0%. As a reaction SMILES: [CH3:1]COCC.[OH-].[K+].CN(N=O)C(N[N+]([O-])=O)=N.[O:18]([C:25]1[CH:26]=[C:27]([C:31]23[CH2:38][CH2:37][C:34]([CH2:39][CH2:40]/[CH:41]=[CH:42]/[C:43]([O:45][CH3:46])=[O:44])([CH2:35][CH2:36]2)[CH2:33][O:32]3)[CH:28]=[CH:29][CH:30]=1)[C:19]1[CH:24]=[CH:23][CH:22]=[CH:21][CH:20]=1>C1COCC1.CC([O-])=O.CC([O-])=O.[Pd+2]>[O:18]([C:25]1[CH:26]=[C:27]([C:31]23[CH2:36][CH2:35][C:34]([CH2:39][CH2:40][CH:41]4[CH2:1][CH:42]4[C:43]([O:45][CH3:46])=[O:44])([CH2:37][CH2:38]2)[CH2:33][O:32]3)[CH:28]=[CH:29][CH:30]=1)[C:19]1[CH:20]=[CH:21][CH:22]=[CH:23][CH:24]=1 |f:1.2,6.7.8|. Reported procedure: To a vigorously stirred mixed of Et2O (5 mL) and 40% KOH (1 mL) was added N-methyl-N′-nitro-N-nitrosoguanidine (1.00 g, 6.80 mmol) portionwise over 15 min at 0° C. Upon complete addition, stirring was stopped. The organic layer was separated and was dried with KOH pellets. The solution was poured onto a solution of (E)-methyl 5-(1-(3-phenoxyphenyl)-2-oxabicyclo[2.2.2]octan-4-yl)pent-2-enoate (230 mg, 0.586 mmol) in THF (2 mL/mL). Pd(OAc)2 (13.16 mg, 0.059 mmol) was then added and the reaction wa... Reactants: CC(C)(C)OC(=O)NC1CN(c2ccc(Cl)nc2)C1, ClCCl, O, O=C(O)C(F)(F)F, Cc1ccc(S(=O)(=O)O)cc1. Yields the product NC1CN(c2ccc(Cl)nc2)C1, Cc1ccc(S(=O)(=O)O)cc1. RXN SMILES: [Cl:1][c:2]1[cH:3][cH:4][c:5]([N:8]2[CH2:9][CH:10]([NH:12][C:13](=[O:14])[O:15][C:16]([CH3:17])([CH3:18])[CH3:19])[CH2:11]2)[cH:6][n:7]1.[Cl:39][CH2:40][Cl:41].[OH2:27].[OH:20][C:21]([C:22]([F:23])([F:24])[F:25])=[O:26].[c:28]1([CH3:38])[cH:29][cH:30][c:31]([S:34](=[O:35])(=[O:36])[OH:37])[cH:32][cH:33]1>>[Cl:1][c:2]1[cH:3][cH:4][c:5]([N:8]2[CH2:9][CH:10]([NH2:12])[CH2:11]2)[cH:6][n:7]1.[c:28]1([CH3:38])[cH:29][cH:30][c:31]([S:34](=[O:35])(=[O:36])[OH:37])[cH:32][cH:33]1. Reactants: C(C)(C)(C)ON[C@H](C=C=O)C(=O)O (N-tert.-butoxy-carbonyl-D-alanine), Cl.N1[C@H](C(=O)OCC2=CC=CC=C2)CCC1 (L-proline, benzyl ester hydrochloride), ON1N=NC2=C1C=CC=C2 (1-hydroxybenzotriazole), CN1CCOCC1 (N-methylmorpholine), C1(CCCCC1)N=C=NC1CCCCC1 (dicyclohexylcarbodiimide), CN(C=O)C (dimethylformamide). The solvent is O1CCCC1 (tetrahydrofuran). Yields the product C(C1=CC=CC=C1)OC([C@H]1N(CCC1)C([C@H](NC(=O)OC(C)(C)C)C)=O)=O (N-tert.-butoxycarbonyl-D-alanyl-L-proline benzyl ester). As a reaction SMILES: [C:1]([O:5]N[C@@H](C(O)=O)C=C=O)([CH3:4])([CH3:3])[CH3:2].Cl.[NH:15]1[CH2:29][CH2:28][CH2:27][C@H:16]1[C:17]([O:19][CH2:20][C:21]1[CH:26]=[CH:25][CH:24]=[CH:23][CH:22]=1)=[O:18].O[N:31]1[C:35]2[CH:36]=CC=C[C:34]=2N=N1.CN1C[CH2:45][O:44]CC1.C1(N=C=NC2CCCCC2)CCCCC1.CN(C)C=[O:65]>O1CCCC1>[CH2:20]([O:19][C:17](=[O:18])[C@@H:16]1[CH2:27][CH2:28][CH2:29][N:15]1[C:36](=[O:65])[C@@H:35]([CH3:34])[NH:31][C:45]([O:5][C:1]([CH3:2])([CH3:3])[CH3:4])=[O:44])[C:21]1[CH:22]=[CH:23][CH:24]=[CH:25][CH:26]=1 |f:1.2|. Procedure details: A mixture of 10.0 g (0.0529 m) of N-tert.-butoxy-carbonyl-D-alanine, 12.75 g (0.0529 m) of L-proline, benzyl ester hydrochloride, 14.28 g (0.0106 m) of 1-hydroxybenzotriazole, 15 ml of N-methylmorpholine and 125 ml of dry tetrahydrofuran together with 10.9 g (0.0529 m) of dicyclohexylcarbodiimide and 15 ml of dry dimethylformamide, reacted and worked up as described above, gave 20.4 g of crude N-tert.-butoxycarbonyl-D-alanyl-L-proline benzyl ester. Removal of the t-boc protective group, as descr...